This data is from the Open Reaction Database (ORD), a public repository of structured organic reaction records. The task is: describe an organic reaction: reactants, conditions, products, and yield Reactants: Cl (hydrochloric acid), O (water), C(#N)C1=CC=C2N1C=CN=C2C (6-cyano-1-methylpyrrolo[1,2-a]pyrazine). The product is C(N)(=O)C1=CC=C2N1C=CN=C2C (6-carbamoyl-1-methylpyrrolo[1,2-a]pyrazine). RXN SMILES: [C:1]([C:3]1[N:7]2[CH:8]=[CH:9][N:10]=[C:11]([CH3:12])[C:6]2=[CH:5][CH:4]=1)#[N:2].Cl.[OH2:14]>>[C:1]([C:3]1[N:7]2[CH:8]=[CH:9][N:10]=[C:11]([CH3:12])[C:6]2=[CH:5][CH:4]=1)(=[O:14])[NH2:2]. Reported procedure: To 2.0 g of 6-cyano-1-methylpyrrolo[1,2-a]pyrazine prepared in Preparation Example 4 were added 10 ml of water and 5 ml of hydrochloric acid; and the reaction mixture was reacted at 80° C. for 2 hours, cooled to room temperature, extracted with ethyl acetate, and concentrated. The residue was chromatographed over silica gel to obtain 1.0 g of title compound. As a reaction SMILES: [CH3:1][O:2][C:3]([C:5]1[CH:15]=[C:14]([O:16][C:17]2[CH:18]=[N:19][C:20]([C:23](=[O:27])[N:24]([CH3:26])[CH3:25])=C[CH:22]=2)[C:8]2[CH2:9][C:10]([CH3:13])([CH3:12])[O:11][C:7]=2[CH:6]=1)=[O:4].C[N:29](C)C(C1N=CC(Br)=CN=1)=O.COC(C1C=C(O)C2CC(C)(C)OC=2C=1)=O>>[CH3:1][O:2][C:3]([C:5]1[CH:15]=[C:14]([O:16][C:17]2[CH:22]=[N:29][C:20]([C:23](=[O:27])[N:24]([CH3:25])[CH3:26])=[N:19][CH:18]=2)[C:8]2[CH2:9][C:10]([CH3:12])([CH3:13])[O:11][C:7]=2[CH:6]=1)=[O:4]. Reported procedure: The title compound was prepared in a similar manner as described for Intermediate 161b, from 5-bromo-pyrimidine-2-carboxylic acid dimethylamide (164a) (271 mg, 1.18 mmol) and 4-hydroxy-2,2-dimethyl-2,3-dihydro-benzofuran-6-carboxylic acid methyl ester (3e) (262 mg, 1.18 mmol) to give a white foam (110 mg, 25% yield). 1H NMR (400 MHz, CDCl3) δ 8.50 (s, 2 H) 7.24-7.36 (m, 1 H) 7.20 (s, 1 H) 3.88 (s, 3 H) 3.17 (s, 3 H) 3.00 (s, 3 H) 2.95 (s, 2 H) 1.51 (s, 6 H); LCMS for C19H21N3O5 m/z 372.00 (M+H+)... Reactants: COC(=O)C1=CC2=C(CC(O2)(C)C)C(=C1)O (4-hydroxy-2,2-dimethyl-2,3-dihydrobenzofuran-6-carboxylic acid methyl ester), COC(=O)C1=CC2=C(CC(O2)(C)C)C(=C1)OC=1C=NC(=CC1)C(N(C)C)=O (4-(6-dimethylcarbamoyl-pyridin-3-yloxy)-2,2-dimethyl-2,3-dihydro-benzofuran-6-carboxylic acid methyl ester), CN(C(=O)C1=NC=C(C=N1)Br)C (5-bromo-pyrimidine-2-carboxylic acid dimethylamide). Yields the product COC(=O)C1=CC2=C(CC(O2)(C)C)C(=C1)OC=1C=NC(=NC1)C(N(C)C)=O (4-(2-Dimethylcarbamoyl-pyrimidin-5-yloxy)-2,2-dimethyl-2,3-dihydro-benzofuran-6-carboxylic acid methyl ester), foam. Yield: 25.0%. Starting materials: C(C)N(C1=C(C=CC(=C1)OC)C1CC=2C=CC(=CC2CC1)OC(C(C)(C)C)=O)C(C1=CC=C(C=C1)O)=O (pivalic acid 6-{2-[ethyl(4-hydroxybenzoyl)amino]-4-methoxyphenyl}-5,6,7,8-tetrahydronaphthalen-2-yl ester), ClCC(=O)N(C)C (2-chloro-N,N-dimethylacetamide). The product is CN(CCOC1=CC=C(CCCNC2=C(C=CC(=C2)OC)C2CC=3C=CC(=CC3CC2)O)C=C1)C (6-{2-{[4-(2-Dimethylaminoethoxy)benzyl]ethylamino}-4-methoxyphenyl}-5,6,7,8-tetrahydronaphthalen-2-ol). Yield: 123.9%. As a reaction SMILES: C([N:3](C(=O)C1C=CC(O)=CC=1)[C:4]1[CH:9]=[C:8]([O:10][CH3:11])[CH:7]=[CH:6][C:5]=1[CH:12]1[CH2:21][CH2:20][C:19]2[CH:18]=[C:17]([O:22]C(=O)C(C)(C)C)[CH:16]=[CH:15][C:14]=2[CH2:13]1)C.Cl[CH2:39][C:40]([N:42]([CH3:44])[CH3:43])=O>>[CH3:43][N:42]([CH3:44])[CH2:40][CH2:39][O:10][C:8]1[CH:9]=[CH:4][C:5]([CH2:12][CH2:13][CH2:14][NH:3][C:4]2[CH:9]=[C:8]([O:10][CH3:11])[CH:7]=[CH:6][C:5]=2[CH:12]2[CH2:21][CH2:20][C:19]3[CH:18]=[C:17]([OH:22])[CH:16]=[CH:15][C:14]=3[CH2:13]2)=[CH:6][CH:7]=1. Procedure details: Synthesized from pivalic acid 6-{2-[ethyl(4-hydroxybenzoyl)amino]-4-methoxyphenyl}-5,6,7,8-tetrahydronaphthalen-2-yl ester (29 mg) and 2-chloro-N,N-dimethylacetamide (14 mg) according to an analogous synthetic method to Example 404 and purified by LC-MS, the title compound (17 mg) was obtained.